describe an organic reaction: reactants, conditions, products, and yield From a dataset of the Open Reaction Database (ORD), a public repository of structured organic reaction records. Starting materials: COC=1C=C(C=CC1OC)C1C(=C(N(C(=C1CO)C)CCCC1=CC=CC=C1)C)C#N (1,4-dihydro-4-(3,4-dimethoxyphenyl)-2,6-dimethyl-1-(3-phenylpropyl) -3-cyano-5-hydroxymethylpyridine). Reagents/catalysts: [O-2].[O-2].[Mn+4] (manganese dioxide). Run in ClC(C)Cl (dichloroethane). Run at temperature 80 celsius. The product is COC=1C=C(C=CC1OC)C1C(=C(N(C(=C1C=O)C)CCCC1=CC=CC=C1)C)C#N (1,4-dihydro-4-(3,4-dimethoxyphenyl)-2,6-dimethyl -1-(3-phenylpropyl)-3-cyano-5-formylpyridine). Yield: 57.7%. As a reaction SMILES: [CH3:1][O:2][C:3]1[CH:4]=[C:5]([CH:11]2[C:16]([CH2:17][OH:18])=[C:15]([CH3:19])[N:14]([CH2:20][CH2:21][CH2:22][C:23]3[CH:28]=[CH:27][CH:26]=[CH:25][CH:24]=3)[C:13]([CH3:29])=[C:12]2[C:30]#[N:31])[CH:6]=[CH:7][C:8]=1[O:9][CH3:10]>ClC(Cl)C.[O-2].[O-2].[Mn+4]>[CH3:1][O:2][C:3]1[CH:4]=[C:5]([CH:11]2[C:16]([CH:17]=[O:18])=[C:15]([CH3:19])[N:14]([CH2:20][CH2:21][CH2:22][C:23]3[CH:28]=[CH:27][CH:26]=[CH:25][CH:24]=3)[C:13]([CH3:29])=[C:12]2[C:30]#[N:31])[CH:6]=[CH:7][C:8]=1[O:9][CH3:10] |f:2.3.4|. Reported procedure: To a solution of 13 mg (0.026 mmol) of 1,4-dihydro-4-(3,4-dimethoxyphenyl)-2,6-dimethyl-1-(3-phenylpropyl) -3-cyano-5-hydroxymethylpyridine in 0.45 ml of dichloroethane was added 5 mg of activated manganese dioxide. The mixture was heated at 80° C. for one hour. Then the mixture was filtered and concentrated. The resulting residue was purified by thin layer chromatography (AcOEt:Hexane 1:1) to give 7.4 mg (0.015 mmol) of 1,4-dihydro-4-(3,4-dimethoxyphenyl)-2,6-dimethyl -1-(3-phenylpropyl)-3-cyan... Reactants: BrC(Br)(Br)Br, ClCCl, COC(=O)C(C)(C)Cc1ccc(CCO)cc1, c1ccc(P(c2ccccc2)c2ccccc2)cc1. The product is COC(=O)C(C)(C)Cc1ccc(CCBr)cc1. Reaction SMILES: [C:18]([Br:19])([Br:20])([Br:21])[Br:22].[CH2:42]([Cl:43])[Cl:44].[CH3:1][O:2][C:3](=[O:4])[C:5]([CH2:6][c:7]1[cH:8][cH:9][c:10]([CH2:13][CH2:14][OH:15])[cH:11][cH:12]1)([CH3:16])[CH3:17].[c:23]1([P:24]([c:25]2[cH:26][cH:27][cH:28][cH:29][cH:30]2)[c:31]2[cH:32][cH:33][cH:34][cH:35][cH:36]2)[cH:37][cH:38][cH:39][cH:40][cH:41]1>>[CH3:1][O:2][C:3](=[O:4])[C:5]([CH2:6][c:7]1[cH:8][cH:9][c:10]([CH2:13][CH2:14][Br:19])[cH:11][cH:12]1)([CH3:16])[CH3:17]. Starting materials: CNC1(CCC2(OCCO2)CC1)C1=CC=CC=C1 (methyl-(8-phenyl-1,4-dioxaspiro[4.5]dec-8-yl)amine), Cl (HCl). Solvent: O (water), O (water). Reaction conditions: time 5 day. The product is CNC1(CCC(CC1)=O)C1=CC=CC=C1 (4-Methylamino-4-phenylcyclohexanone). As a reaction SMILES: Cl.[CH3:2][NH:3][C:4]1([C:14]2[CH:19]=[CH:18][CH:17]=[CH:16][CH:15]=2)[CH2:13][CH2:12][C:7]2(OCC[O:8]2)[CH2:6][CH2:5]1>O>[CH3:2][NH:3][C:4]1([C:14]2[CH:15]=[CH:16][CH:17]=[CH:18][CH:19]=2)[CH2:13][CH2:12][C:7](=[O:8])[CH2:6][CH2:5]1. Reported procedure: A mixture of conc. HCl (15 ml) and water (8 ml) was poured over methyl-(8-phenyl-1,4-dioxaspiro[4.5]dec-8-yl)amine (2.1 g, 8.4 mmol) and the mixture was stirred at RT for 5 days. For working up, the reaction mixture was diluted with water (20 ml) and extracted with ether (3×30 ml). The ethereal phase was discarded. The aqueous phase was then rendered basic with 2N NaOH and extracted with methylene chloride (3×30 ml). The organic phase obtained in this way was dried with Na2SO4 and then concentra... Starting materials: O=C([O-])[O-], CCOC(C)=O, O=C(CBr)c1ccc(Cl)cc1, [K+], [K+], CN(C)C=O, N#CCCNc1nonc1-c1nc2ccccc2[nH]1. Yields the product N#CCCNc1nonc1-c1nc2ccccc2n1CC(=O)c1ccc(Cl)cc1. As a reaction SMILES: [C:20](=[O:21])([O-:22])[O-:23].[CH3:42][CH2:43][O:44][C:45](=[O:46])[CH3:47].[Cl:26][c:27]1[cH:28][cH:29][c:30]([C:31]([CH2:32][Br:33])=[O:34])[cH:35][cH:36]1.[K+:24].[K+:25].[O:37]=[CH:38][N:39]([CH3:40])[CH3:41].[nH:1]1[c:2](-[c:10]2[c:11]([NH:15][CH2:16][CH2:17][C:18]#[N:19])[n:12][o:13][n:14]2)[n:3][c:4]2[c:5]1[cH:6][cH:7][cH:8][cH:9]2>>[n:1]1[c:2](-[c:10]2[c:11]([NH:15][CH2:16][CH2:17][C:18]#[N:19])[n:12][o:13][n:14]2)[n:3]([CH2:32][C:31]([c:30]2[cH:29][cH:28][c:27]([Cl:26])[cH:36][cH:35]2)=[O:34])[c:4]2[c:5]1[cH:6][cH:7][cH:8][cH:9]2. Reactants: C(C(C)C)N1C(N(C(C=2C1=NN(C2NC2=CC=CC=C2)CC2=CC=C(C=C2)C2=NC=CC=C2)=S)C)=O (7-Isobutyl-5-methyl-3-(phenylamino)-2-(4-(pyridin-2-yl)benzyl)-4-thioxo-4,5-dihydro-2H-pyrazolo[3,4-d]pyrimidin-6(7H)-one), CN (methylamine). The reagents and catalysts are Cl[Hg]Cl (HgCl2). Solvent: C1CCOC1 (THF), C1CCOC1 (THF). Conditions: temperature 110 celsius. The product is C(C(C)C)N1C(N(C(C=2C1=NN(C2NC2=CC=CC=C2)CC2=CC=C(C=C2)C2=NC=CC=C2)=NC)C)=O (7-Isobutyl-5-methyl-4-(methylimino)-3-(phenylamino)-2-(4-(pyridin-2-yl)benzyl)-4,5-dihydro-2H-pyrazolo[3,4-d]pyrimidin-6(7H)-one). RXN SMILES: [CH2:1]([N:5]1[C:10]2=[N:11][N:12]([CH2:21][C:22]3[CH:27]=[CH:26][C:25]([C:28]4[CH:33]=[CH:32][CH:31]=[CH:30][N:29]=4)=[CH:24][CH:23]=3)[C:13]([NH:14][C:15]3[CH:20]=[CH:19][CH:18]=[CH:17][CH:16]=3)=[C:9]2[C:8](=S)[N:7]([CH3:35])[C:6]1=[O:36])[CH:2]([CH3:4])[CH3:3].[CH3:37][NH2:38]>C1COCC1.Cl[Hg]Cl>[CH2:1]([N:5]1[C:10]2=[N:11][N:12]([CH2:21][C:22]3[CH:27]=[CH:26][C:25]([C:28]4[CH:33]=[CH:32][CH:31]=[CH:30][N:29]=4)=[CH:24][CH:23]=3)[C:13]([NH:14][C:15]3[CH:20]=[CH:19][CH:18]=[CH:17][CH:16]=3)=[C:9]2[C:8](=[N:38][CH3:37])[N:7]([CH3:35])[C:6]1=[O:36])[CH:2]([CH3:4])[CH3:3]. Procedure: 7-Isobutyl-5-methyl-3-(phenylamino)-2-(4-(pyridin-2-yl)benzyl)-4-thioxo-4,5-dihydro-2H-pyrazolo[3,4-d]pyrimidin-6(7H)-one (15 mg, 0.030 mmol) and HgCl2 (16.4 mg, 0.060 mmol) are suspended in THF, and then 2.0 M methylamine solution in THF (240 μL, 0.12 mmol) is added. The reaction mixture is heated in a Biotage microwave at 110° C. for 5 hours. After routine workup, the mixture is purified by a semi-preparative HPLC to give pure product as white solids. MS (ESI) m/z 494.3 [M+H]+. Starting materials: BrBr (bromine), CC1CC2=C(CN1C)SC=C2 (5,6-dimethyl-4,5,6,7-tetrahydro-thieno[2,3-c]pyridine), FC(C(=O)[O-])(F)F (trifluoroacetate), [Br-].[K+] (potassium bromide), ice. Solvent: O (water), O (water). The product is BrC1=CC2=C(CN(C(C2)C)C)S1 (2-bromo-5,6-dimethyl-4,5,6,7-tetrahydro-thieno[2,3-c]pyridine). Reaction SMILES: [CH3:1][CH:2]1[N:7]([CH3:8])[CH2:6][C:5]2[S:9][CH:10]=[CH:11][C:4]=2[CH2:3]1.FC(F)(F)C([O-])=O.[Br-:19].[K+].BrBr>O>[Br:19][C:10]1[S:9][C:5]2[CH2:6][N:7]([CH3:8])[CH:2]([CH3:1])[CH2:3][C:4]=2[CH:11]=1 |f:2.3|. Procedure: 1.0 g (3.6 mmol) 5,6-dimethyl-4,5,6,7-tetrahydro-thieno[2,3-c]pyridine (as the trifluoroacetate salt) are dissolved in 60 ml of water and at the temperature of an ice bath combined with a solution of 1.0 g (8.5 mmol) potassium bromide and 182 μl (3.6 mmol) bromine in 20 ml of water. The mixture is stirred for 2.5 hours in the ice bath and then extracted twice with 100 ml ethyl acetate. The combined organic phases are washed with sat. sodium chloride solution, then dried on sodium sulphate and ev...